Dataset: the Open Reaction Database (ORD), a public repository of structured organic reaction records. Task: describe an organic reaction: reactants, conditions, products, and yield The reactants are COC(=O)c1coc2cc(O[Si](C)(C)C(C)(C)C)ccc12, CO, Cl. Yields the product COC(=O)c1coc2cc(O)ccc12. Reaction SMILES: [CH3:1][O:2][C:3](=[O:4])[c:5]1[cH:6][o:7][c:8]2[c:9]1[cH:10][cH:11][c:12]([O:14][Si:15]([C:16]([CH3:17])([CH3:18])[CH3:19])([CH3:20])[CH3:21])[cH:13]2.[CH3:23][OH:24].[ClH:22]>>[CH3:1][O:2][C:3](=[O:4])[c:5]1[cH:6][o:7][c:8]2[c:9]1[cH:10][cH:11][c:12]([OH:14])[cH:13]2.